Dataset: the Open Reaction Database (ORD), a public repository of structured organic reaction records. Task: describe an organic reaction: reactants, conditions, products, and yield The reactants are C(#N)C1=C(C=C(C=C1)NC(C(CO)(C)O)=O)C(F)(F)F (N-[4-cyano-3-trifluoromethyl-phenyl]-2,3-dihydroxy-2-methyl-propionamide), BrC1=CC=C(C=C1)S(=O)(=O)Cl (4-bromo-benzenesulfonyl chloride). Run in N1=CC=CC=C1 (pyridine), ClCCl (dichloromethane). Conditions: temperature 0 celsius, time 5 hour. Yields the product C(#N)C1=C(C=C(C=C1)NC(C(COS(=O)(=O)C1=CC=C(C=C1)Br)(C)O)=O)C(F)(F)F (N-[4-cyano-3-trifluoromethyl-phenyl]-2-hydroxy-3-[4-bromophenyl-sulfonyloxy]-2-methyl-propionamide). RXN SMILES: [C:1]([C:3]1[CH:8]=[CH:7][C:6]([NH:9][C:10](=[O:16])[C:11]([OH:15])([CH3:14])[CH2:12][OH:13])=[CH:5][C:4]=1[C:17]([F:20])([F:19])[F:18])#[N:2].[Br:21][C:22]1[CH:27]=[CH:26][C:25]([S:28](Cl)(=[O:30])=[O:29])=[CH:24][CH:23]=1>N1C=CC=CC=1.ClCCl>[C:1]([C:3]1[CH:8]=[CH:7][C:6]([NH:9][C:10](=[O:16])[C:11]([OH:15])([CH3:14])[CH2:12][O:13][S:28]([C:25]2[CH:26]=[CH:27][C:22]([Br:21])=[CH:23][CH:24]=2)(=[O:30])=[O:29])=[CH:5][C:4]=1[C:17]([F:19])([F:18])[F:20])#[N:2]. Procedure details: A solution of 5 g (17.35 mmol) of N-[4-cyano-3-trifluoromethyl-phenyl]-2,3-dihydroxy-2-methyl-propionamide in 50 ml of dry pyridine was cooled to 0° C. and 8.86 g (34.70 mmol) of 4-bromo-benzenesulfonyl chloride was added in small portions. The mixture was stirred at 0° C. for 5 h, then diluted with 200 ml of dichloromethane, washed three times with 50 ml of saturated aqueous sodium hydrogencarbonate, twice with 50 ml of 10% aqueous hydrochloric acid and 50 ml of brine. The organic layer was dri...